This data is from the Open Reaction Database (ORD), a public repository of structured organic reaction records. The task is: describe an organic reaction: reactants, conditions, products, and yield The reactants are CC(=O)OCC(=O)Cl, ClCCl, CNc1cccc(N)c1C#N, O, c1ccncc1. The product is CNc1cccc(NC(=O)COC(C)=O)c1C#N. RXN SMILES: [C:18]([CH3:19])(=[O:20])[O:21][CH2:22][C:23](=[O:24])[Cl:25].[CH2:27]([Cl:28])[Cl:29].[NH2:1][c:2]1[c:3]([C:4]#[N:5])[c:6]([NH:10][CH3:11])[cH:7][cH:8][cH:9]1.[OH2:26].[cH:12]1[cH:13][cH:14][n:15][cH:16][cH:17]1>>[NH:1]([c:2]1[c:3]([C:4]#[N:5])[c:6]([NH:10][CH3:11])[cH:7][cH:8][cH:9]1)[C:23]([CH2:22][O:21][C:18]([CH3:19])=[O:20])=[O:24]. The reactants are BrC1=CC(=C(C=C1)CO)S(=O)(=O)C ((4-bromo-2-methansulfonyl-phenyl)-methanol), [H-].[Na+] (sodium hydride), C1CCOC1 (THF), IC (iodomethane). The solvent is C(Cl)Cl (CH2Cl2), O (water). Reaction conditions: time 1 hour. The product is BrC1=CC(=C(C=C1)COC)S(=O)(=O)C (4-bromo-2-methansulfonyl-1-methoxymethyl-benzene). Reaction SMILES: [Br:1][C:2]1[CH:7]=[CH:6][C:5]([CH2:8][OH:9])=[C:4]([S:10]([CH3:13])(=[O:12])=[O:11])[CH:3]=1.[H-].[Na+].[CH2:16]1COCC1.IC>C(Cl)Cl.O>[Br:1][C:2]1[CH:7]=[CH:6][C:5]([CH2:8][O:9][CH3:16])=[C:4]([S:10]([CH3:13])(=[O:12])=[O:11])[CH:3]=1 |f:1.2|. Procedure: To a mixture of (4-bromo-2-methansulfonyl-phenyl)-methanol (0.73 g, 2.78 mmol), sodium hydride (0.030 g, 8.4 mmol), and THF (10 mL) was added iodomethane (0.21 mL, 3.36 mmol). After 1 h, the reaction was poured into water (40 mL), diluted in CH2Cl2, and washed with brine (40 mL). The organic layer was dried over (Na2SO4), filtered, concentrated and purified by silica gel column chromatography to give 600 mg of 4-bromo-2-methansulfonyl-1-methoxymethyl-benzene.